This data is from the Open Reaction Database (ORD), a public repository of structured organic reaction records. The task is: describe an organic reaction: reactants, conditions, products, and yield Starting materials: C(C)(C)(C)OC(=O)N1CCC(CC1)\C=C\C1=CC=C2C(=NN(C2=C1)CC1=CC=CC=C1)C1CCN(CC1)CC(=O)OC(C)(C)C (4-{2-[1-Benzyl-3-(1-tert-butoxycarbonylmethyl-piperidin-4-yl]-1H-indazol-6-yl]-(E)-vinyl}-piperidine-1carboxylic acid tert-butyl ester), FC(C(=O)O)(F)F (trifluoroacetic acid). Run at time 18 hour. The product is FC(C(=O)O)(F)F.C(C1=CC=CC=C1)N1N=C(C2=CC=C(C=C12)\C=C\C1CCNCC1)C1CCN(CC1)CC(=O)O ({4-[1-Benzyl-6-(2-piperidin-4-yl-(E)-vinyl)-1H-indazol-3-yl]-piperidin-1-yl}-acetic acid trifluoroacetate). Reaction SMILES: C(OC([N:8]1[CH2:13][CH2:12][CH:11](/[CH:14]=[CH:15]/[C:16]2[CH:24]=[C:23]3[C:19]([C:20]([CH:32]4[CH2:37][CH2:36][N:35]([CH2:38][C:39]([O:41]C(C)(C)C)=[O:40])[CH2:34][CH2:33]4)=[N:21][N:22]3[CH2:25][C:26]3[CH:31]=[CH:30][CH:29]=[CH:28][CH:27]=3)=[CH:18][CH:17]=2)[CH2:10][CH2:9]1)=O)(C)(C)C.[F:46][C:47]([F:52])([F:51])[C:48]([OH:50])=[O:49]>>[F:46][C:47]([F:52])([F:51])[C:48]([OH:50])=[O:49].[CH2:25]([N:22]1[C:23]2[C:19](=[CH:18][CH:17]=[C:16](/[CH:15]=[CH:14]/[CH:11]3[CH2:10][CH2:9][NH:8][CH2:13][CH2:12]3)[CH:24]=2)[C:20]([CH:32]2[CH2:37][CH2:36][N:35]([CH2:38][C:39]([OH:41])=[O:40])[CH2:34][CH2:33]2)=[N:21]1)[C:26]1[CH:31]=[CH:30][CH:29]=[CH:28][CH:27]=1 |f:2.3|. Procedure: 4-{2-[1-Benzyl-3-(1-tert-butoxycarbonylmethyl-piperidin-4-yl]-1H-indazol-6-yl]-(E)-vinyl}-piperidine-1carboxylic acid tert-butyl ester (95 mg, 0.154 mmol) was treated with trifluoroacetic acid (2 ml) and the mixture stirred under nitrogen for 18 h. The solution was concentrated in vacuo and the residue dried in vacuo for 1 h. The resulting yellow gum was saturated with dry diethyl ether (5 ml); the supernatant was decanted off and the solid was washed with ether (5 ml) and dried in vacuo at 60° ... The reactants are OC1=CC=C2CC(C(C2=C1)=O)C (6-Hydroxy-2-methyl-1-indanone), C(#N)CC(=O)O (cyanoacetic acid), C(C)(=O)O (acetic acid), C1(=CC=CC=C1)C (toluene). Solvent: C(Cl)Cl.C(C)(=O)OCC (CH2Cl2 ethyl acetate), O (water). Yields the product OC=1C=C2C(=C(CC2=CC1)C)CC(=O)O (5-Hydroxy-2-methyl indene-3-acetic acid), C1(CCC2=CC=CC=C12)=O (indanone). As a reaction SMILES: [OH:1][C:2]1[CH:10]=[C:9]2[C:5]([CH2:6][CH:7]([CH3:12])[C:8]2=[O:11])=[CH:4][CH:3]=1.C([CH2:15][C:16]([OH:18])=[O:17])#N.C(O)(=O)C.C1(C)C=CC=CC=1>C(Cl)Cl.C(OCC)(=O)C.O>[OH:1][C:2]1[CH:10]=[C:9]2[C:5](=[CH:4][CH:3]=1)[CH2:6][C:7]([CH3:12])=[C:8]2[CH2:15][C:16]([OH:18])=[O:17].[C:8]1(=[O:11])[C:9]2[C:5](=[CH:4][CH:3]=[CH:2][CH:10]=2)[CH2:6][CH2:7]1 |f:4.5|. Procedure: A mixture of the indanone (1.81 g, 11.17 mmole)of Example 1, Step D, cyanoacetic acid (1.05 g, 12.3 mmol) ammonium acetate (0.17 g), acetic acid (0.66 g) and toluene (5 mL) is heated at reflux with water removal (Dean-Stark) for 24 hours (TLC, CH2Cl2 -ethyl acetate 8:2). The toluene is evaporated and the residual yellow solid is redissolved in ethanol (6 mL) containing 2.2 N-KOH (1.4 mL). A solution of KOH (2.2 g, 85) in water (15 mL) is added and the solution is refluxed under nitrogen for 18 h...